This data is from the Open Reaction Database (ORD), a public repository of structured organic reaction records. The task is: describe an organic reaction: reactants, conditions, products, and yield Reactants: Cc1nc(C(F)(F)F)ccc1CO, ClCCl, CN(C)C=O, O=S(Cl)Cl. Yields the product Cc1nc(C(F)(F)F)ccc1CCl. As a reaction SMILES: [CH3:1][c:2]1[n:3][c:4]([C:10]([F:11])([F:12])[F:13])[cH:5][cH:6][c:7]1[CH2:8][OH:9].[Cl:23][CH2:24][Cl:25].[O:18]=[CH:19][N:20]([CH3:21])[CH3:22].[S:14]([Cl:15])([Cl:16])=[O:17]>>[CH3:1][c:2]1[n:3][c:4]([C:10]([F:11])([F:12])[F:13])[cH:5][cH:6][c:7]1[CH2:8][Cl:16]. Reactants: O (water), COCC1=CC2=C(SC(=C2)S(N)(=O)=O)C=C1 (5-methoxymethyl-2sulfamoylbenzo[b]thiophene), B(Br)(Br)Br (boron tribromide), lM solution. Solvent: C(Cl)Cl (methylene chloride), C(Cl)Cl (methylene chloride). Conditions: temperature -30 celsius, time 2 hour. The product is BrCC1=CC2=C(SC(=C2)S(N)(=O)=O)C=C1 (5-Bromomethyl-2-sulfamoylbenzo[b]thiophene). Reaction SMILES: CO[CH2:3][C:4]1[CH:16]=[CH:15][C:7]2[S:8][C:9]([S:11](=[O:14])(=[O:13])[NH2:12])=[CH:10][C:6]=2[CH:5]=1.B(Br)(Br)[Br:18].O>C(Cl)Cl>[Br:18][CH2:3][C:4]1[CH:16]=[CH:15][C:7]2[S:8][C:9]([S:11](=[O:14])(=[O:13])[NH2:12])=[CH:10][C:6]=2[CH:5]=1. Procedure: To a suspension of 5-methoxymethyl-2sulfamoylbenzo[b]thiophene (7.4 g, 0.029 mol) in 300 ml of dry methylene chloride cooled to -30° C. was added boron tribromide (30 ml of a lM solution in methylene chloride, 0.03 mol) over a 20 minute period. The resulting solution was stirred for 11/2 hours as the temperature rose to ambient. The solution was cooled to 0° C. and there was added dropwise 150 ml of water keeping the temperature below 20° C. The methylene chloride layer was separated and the aqu... Starting materials: CCCCC(C)(C)C(=O)NCC1OC(C)(C)N(C(=O)OC(C)(C)C)C1CC(C(C)C)C(O)c1ccc2cnn(CCCOC)c2c1, CC(=O)OC(C)=O, [Cl-], [NH4+], c1ccncc1. The product is CCCCC(C)(C)C(=O)NCC1OC(C)(C)N(C(=O)OC(C)(C)C)C1CC(C(C)C)C(OC(C)=O)c1ccc2cnn(CCCOC)c2c1. Reaction SMILES: [CH3:1][C:2]([C:3](=[O:4])[NH:5][CH2:6][CH:7]1[CH:8]([CH2:21][CH:22]([CH:23]([CH3:24])[CH3:25])[CH:26]([c:27]2[cH:28][cH:29][c:30]3[cH:31][n:32][n:33]([CH2:36][CH2:37][CH2:38][O:39][CH3:40])[c:34]3[cH:35]2)[OH:41])[N:9]([C:14](=[O:15])[O:16][C:17]([CH3:18])([CH3:19])[CH3:20])[C:10]([CH3:12])([CH3:13])[O:11]1)([CH2:42][CH2:43][CH2:44][CH3:45])[CH3:46].[CH3:55][C:56](=[O:57])[O:58][C:59]([CH3:60])=[O:61].[Cl-:53].[NH4+:54].[cH:47]1[cH:48][cH:49][n:50][cH:51][cH:52]1>>[CH3:1][C:2]([C:3](=[O:4])[NH:5][CH2:6][CH:7]1[CH:8]([CH2:21][CH:22]([CH:23]([CH3:24])[CH3:25])[CH:26]([c:27]2[cH:28][cH:29][c:30]3[cH:31][n:32][n:33]([CH2:36][CH2:37][CH2:38][O:39][CH3:40])[c:34]3[cH:35]2)[O:41][C:56]([CH3:55])=[O:57])[N:9]([C:14](=[O:15])[O:16][C:17]([CH3:18])([CH3:19])[CH3:20])[C:10]([CH3:12])([CH3:13])[O:11]1)([CH2:42][CH2:43][CH2:44][CH3:45])[CH3:46]. Isolated yield 99.0%. Yields the product C1(=CC=CC=C1)CCCCCCCCNC(C1=CC(=C(C=C1)O)I)=O (N-(8-Phenyloctyl)-3-iodo-4-hydroxybenzamide). Run in CN(C)C=O (DMF), O (water). Procedure details: To a stirring solution of 3-iodo-4-hydroxy-benzoic acid (2.64 g, 10.00 mmol) in fresh DMF (5 mL) at ambient temperature under an atmosphere of N2 was added EDC (2.11 g, 11.00 mmol), HOBt (1.49 g, 11.00 mmol) and DIPEA (1.94 g, 2.60 mL, 15.00 mmol). The solution was allowed to stir at ambient temperature for 1 hour at which time 8-phenyl-octylamine (2.46 g, 2.39 mL, 12 mmol) was added at one time. The solution was allowed to stir for an additional 4 hours at which time the it was diluted with wat... Reaction SMILES: [I:1][C:2]1[CH:3]=[C:4]([CH:8]=[CH:9][C:10]=1[OH:11])[C:5]([OH:7])=O.C(Cl)CCl.C1C=CC2N(O)N=NC=2C=1.CCN(C(C)C)C(C)C.[C:35]1([CH2:41][CH2:42][CH2:43][CH2:44][CH2:45][CH2:46][CH2:47][CH2:48][NH2:49])[CH:40]=[CH:39][CH:38]=[CH:37][CH:36]=1>CN(C=O)C.O>[C:35]1([CH2:41][CH2:42][CH2:43][CH2:44][CH2:45][CH2:46][CH2:47][CH2:48][NH:49][C:5](=[O:7])[C:4]2[CH:8]=[CH:9][C:10]([OH:11])=[C:2]([I:1])[CH:3]=2)[CH:40]=[CH:39][CH:38]=[CH:37][CH:36]=1. Reactants: C1(=CC=CC=C1)CCCCCCCCN (8-phenyl-octylamine), IC=1C=C(C(=O)O)C=CC1O (3-iodo-4-hydroxy-benzoic acid), C(CCl)Cl (EDC), C=1C=CC2=C(C1)N=NN2O (HOBt), CCN(C(C)C)C(C)C (DIPEA). Conditions: time 4 hour. Starting materials: CC(C)(C)OC(=O)N1CCC(c2ccc(OCCCOCC3CC3)cc2)C(OCc2ccc3c(c2)N(CCCO)CCC3)C1, CS(=O)(=O)Cl. The product is CC(C)(C)OC(=O)N1CCC(c2ccc(OCCCOCC3CC3)cc2)C(OCc2ccc3c(c2)N(CCCOS(C)(=O)=O)CCC3)C1. Reaction SMILES: [C:1]([CH3:2])([CH3:3])([CH3:4])[O:5][C:6](=[O:7])[N:8]1[CH2:9][CH:10]([O:29][CH2:30][c:31]2[cH:32][cH:33][c:34]3[c:39]([cH:40]2)[N:38]([CH2:41][CH2:42][CH2:43][OH:44])[CH2:37][CH2:36][CH2:35]3)[CH:11]([c:14]2[cH:15][cH:16][c:17]([O:20][CH2:21][CH2:22][CH2:23][O:24][CH2:25][CH:26]3[CH2:27][CH2:28]3)[cH:18][cH:19]2)[CH2:12][CH2:13]1.[CH3:45][S:46]([Cl:47])(=[O:48])=[O:49]>>[C:1]([CH3:2])([CH3:3])([CH3:4])[O:5][C:6](=[O:7])[N:8]1[CH2:9][CH:10]([O:29][CH2:30][c:31]2[cH:32][cH:33][c:34]3[c:39]([cH:40]2)[N:38]([CH2:41][CH2:42][CH2:43][O:44][S:46]([CH3:45])(=[O:48])=[O:49])[CH2:37][CH2:36][CH2:35]3)[CH:11]([c:14]2[cH:15][cH:16][c:17]([O:20][CH2:21][CH2:22][CH2:23][O:24][CH2:25][CH:26]3[CH2:27][CH2:28]3)[cH:18][cH:19]2)[CH2:12][CH2:13]1. Starting materials: C(C)(C)(C)C=1C=C(C=C(C1O)C(C)(C)C)C=1OC(=C(N1)CC(=O)O)C ([2-(3,5-di-tert-butyl-4-hydroxyphenyl)-5-methyloxazol-4-yl]-acetic acid), CON=C=NC(C)(C)C (N-methoxy-N'-tert-butylcarbodiimide), C1CCOC1 (THF), CCCCCC.CCOC(=O)C (hexane EtOAc). Yields the product COC(NC(CC=1N=C(OC1C)C1=CC(=C(C(=C1)C(C)(C)C)O)C(C)(C)C)=O)=O ({2-[2-(3,5-di-tert-butyl-4-hydroxyphenyl)-5-methyloxazol-4-yl]acetyl}carbamic acid methyl ester). Yield: 94.0%. RXN SMILES: [C:1]([C:5]1[CH:6]=[C:7]([C:16]2[O:17][C:18]([CH3:25])=[C:19]([CH2:21]C(O)=O)[N:20]=2)[CH:8]=[C:9]([C:12]([CH3:15])([CH3:14])[CH3:13])[C:10]=1[OH:11])([CH3:4])([CH3:3])[CH3:2].CON=C=[N:30][C:31](C)(C)C.C1C[O:38]CC1.CCCCCC.C[CH2:47][O:48][C:49](C)=[O:50]>>[CH3:47][O:48][C:49](=[O:50])[NH:30][C:31](=[O:38])[CH2:21][C:19]1[N:20]=[C:16]([C:7]2[CH:8]=[C:9]([C:12]([CH3:13])([CH3:14])[CH3:15])[C:10]([OH:11])=[C:5]([C:1]([CH3:4])([CH3:2])[CH3:3])[CH:6]=2)[O:17][C:18]=1[CH3:25] |f:3.4|. Procedure: A mixture of [2-(3,5-di-tert-butyl-4-hydroxyphenyl)-5-methyloxazol-4-yl]-acetic acid (2.0 g, 5.8 mmol), N-methoxy-N'-tert-butylcarbodiimide (0.9 g, 5.8 mmol) prepared according to Bull. Chem. Soc. Japan 45, 3607-3611 (1972) and THF (20 mL) was refluxed for 6 hours. The volatiles were removed in vacuo, andthe residue was purified by flash chromatography on acid washed silica gel (5% H3PO4 in MeOH), eluting solvent: hexane/EtOAc 3/1, to give an off-white solid (2.2 g, 94% yield), m.p. 125°-127° C. The reactants are ClC1=C(CCl)C=CC(=C1)Cl (2,4-dichlorobenzyl chloride), C=1C=CC(=CC1)CC2=NCCN2 (Tolazoline), [H-].[Na+] (sodium hydride). Solvent: CN(C=O)C (dimethylformamide), CN(C=O)C (dimethylformamide), CN(C=O)C (dimethylformamide). Run at temperature 65 celsius, time 30 minute. The product is ClC1=C(C=CC(=C1)Cl)CN1C(=NCC1)CC1=CC=CC=C1 (1-(2,4-dichlorophenylmethyl)-4,5-dihydro-2-phenylmethylimidazole). Isolated yield 50.1%. As a reaction SMILES: [CH:1]1[CH:2]=[CH:3][C:4]([CH2:7][C:8]2[NH:12][CH2:11][CH2:10][N:9]=2)=[CH:5][CH:6]=1.[H-].[Na+].[Cl:15][C:16]1[CH:23]=[C:22]([Cl:24])[CH:21]=[CH:20][C:17]=1[CH2:18]Cl>CN(C)C=O>[Cl:15][C:16]1[CH:23]=[C:22]([Cl:24])[CH:21]=[CH:20][C:17]=1[CH2:18][N:9]1[CH2:10][CH2:11][N:12]=[C:8]1[CH2:7][C:4]1[CH:5]=[CH:6][CH:1]=[CH:2][CH:3]=1 |f:1.2|. Reported procedure: Tolazoline (16 g, 0.1 mol) in dimethylformamide (40 ml) was added dropwise to a suspension of sodium hydride (80% dispersion in mineral oil, 3 g, 0.1 mol) in dimethylformamide (40 ml) under a nitrogen atmosphere. After stirring at 20° C. for 30 minutes and at 65° C. for an additional 30 minutes, a solution of 2,4-dichlorobenzyl chloride (19.5 g, 0.1 mol) in dimethylformamide was added dropwise to the reaction mixture over a period of 2.5 hours. The mixture was heated to 80°-90° C. for 5 hours, c... Starting materials: C(C)(=O)O[C@@H](C=O)[C@@H](OC(C)=O)[C@@H](OC(C)=O)[C@H](OC(C)=O)COC(C)=O (galactose pentaacetate), C1(=CC=CC=C1)S (thiophenol), ice water. Run in C(Cl)Cl (CH2Cl2). Conditions: time 5 hour. Product: C1(=CC=CC=C1)S[C@H]1[C@H](OC(C)=O)[C@@H](OC(C)=O)[C@@H](OC(C)=O)[C@H](O1)COC(C)=O (1-deoxy-1-(phenylthio)-2,3,4,6-tetra-O-acetyl-β-D-galactopyranose). Isolated yield 95.8%. Reaction SMILES: [C:1]([O:4][C@H:5]([C@H:8]([C@H:13]([C@@H:18]([CH2:23][O:24][C:25](=[O:27])[CH3:26])[O:19][C:20](=[O:22])[CH3:21])[O:14][C:15](=[O:17])[CH3:16])[O:9][C:10](=O)C)C=O)(=[O:3])[CH3:2].[C:28]1([SH:34])[CH:33]=[CH:32][CH:31]=[CH:30][CH:29]=1>C(Cl)Cl>[C:28]1([S:34][C@@H:10]2[O:9][C@H:8]([CH2:5][O:4][C:1](=[O:3])[CH3:2])[C@H:13]([O:14][C:15](=[O:17])[CH3:16])[C@H:18]([O:19][C:20](=[O:22])[CH3:21])[C@H:23]2[O:24][C:25](=[O:27])[CH3:26])[CH:33]=[CH:32][CH:31]=[CH:30][CH:29]=1. Reported procedure: To a solution of galactose pentaacetate (5.00 g, 12.8 mmol) in 125 mL of CH2Cl2 is added thiophenol (1.49 mL, 14.1 mmol) and boron trifluoride diethyl ether complex (4.73 mL, 38.4 mmol). The reaction mixture is stirred at room temperature for 5 h and then poured into 200 mL of ice water. The organic layer is washed with saturated NaHCO3 (200 ml), dried over Na2SO4, filtered, concentrated and purified by flash chromatography (35% EtOAc/hexane) to give 5.4 g (96%) of 1-deoxy-1-(phenylthio)-2,3,4,6... Starting materials: C=CCC(C(=O)N1C(=O)OCC1Cc1ccccc1)c1ccc(F)cc1, [Li+], [Na+], C1CCOC1, [OH-], [OH-], O, O, OO. The product is C=CCC(C(=O)O)c1ccc(F)cc1. As a reaction SMILES: [CH2:1]([CH:2]1[CH2:3][O:4][C:5](=[O:6])[N:7]1[C:14]([CH:15]([CH2:16][CH:17]=[CH2:18])[c:19]1[cH:20][cH:21][c:22]([F:25])[cH:23][cH:24]1)=[O:26])[c:8]1[cH:9][cH:10][cH:11][cH:12][cH:13]1.[Li+:34].[Na+:38].[O:27]1[CH2:28][CH2:29][CH2:30][CH2:31]1.[OH-:33].[OH-:37].[OH2:32].[OH2:39].[OH:35][OH:36]>>[C:14]([CH:15]([CH2:16][CH:17]=[CH2:18])[c:19]1[cH:20][cH:21][c:22]([F:25])[cH:23][cH:24]1)([OH:26])=[O:27].